Task: describe an organic reaction: reactants, conditions, products, and yield. Dataset: the Open Reaction Database (ORD), a public repository of structured organic reaction records Starting materials: CC(=O)[O-], CCO, Cl, NO, [Na+], CCOC(=O)C(=O)c1cccnc1. The product is CCOC(=O)C(=NO)c1cccnc1. RXN SMILES: [CH3:18][C:19](=[O:20])[O-:21].[CH3:22][CH2:23][OH:24].[ClH:14].[NH2:15][OH:16].[Na+:17].[n:1]1[cH:2][c:3]([C:7]([C:8](=[O:9])[O:10][CH2:11][CH3:12])=[O:13])[cH:4][cH:5][cH:6]1>>[n:1]1[cH:2][c:3]([C:7]([C:8](=[O:9])[O:10][CH2:11][CH3:12])=[N:15][OH:16])[cH:4][cH:5][cH:6]1. Starting materials: CCOCC (ether), [N+](=O)([O-])CC(C(C1=CC(=CC=C1)Cl)C1=CC=CC=C1)O (3-nitro-1-phenyl-1-(m-chlorophenyl)propan-2-ol), C(C)(=O)O (acetic acid). The reagents and catalysts are [Ni] (RaNi). The solvent is C(C)O (ethanol). Reaction conditions: time 4 hour. Yields the product NCC(C(C1=CC(=CC=C1)Cl)C1=CC=CC=C1)O.C(C)(=O)[O-] (3-Amino-1-phenyl-1-(m-chlorophenyl)propan-2-ol acetate). Isolated yield 72.0%. Reaction SMILES: [N+:1]([CH2:4][CH:5]([OH:20])[CH:6]([C:14]1[CH:19]=[CH:18][CH:17]=[CH:16][CH:15]=1)[C:7]1[CH:12]=[CH:11][CH:10]=[C:9]([Cl:13])[CH:8]=1)([O-])=O.[C:21]([OH:24])(=[O:23])[CH3:22].CCOCC>C(O)C.[Ni]>[NH2:1][CH2:4][CH:5]([OH:20])[CH:6]([C:14]1[CH:19]=[CH:18][CH:17]=[CH:16][CH:15]=1)[C:7]1[CH:12]=[CH:11][CH:10]=[C:9]([Cl:13])[CH:8]=1.[C:21]([O-:24])(=[O:23])[CH3:22] |f:5.6|. Procedure details: Crude 3-nitro-1-phenyl-1-(m-chlorophenyl)propan-2-ol (43 g; 0.15 M) in ethanol (600 ml) containing acetic acid (9.3 ml:l equiv.) and RaNi (approx. 20 g.,) was hydrogenated at 250 p.s.i. H2 pressure for 4 hours. The mixture was filtered and evaporated to give a greenish oil. Trituration with ether (250 ml) gave the required product (34 g; 72%) as an off-white solid M.pt. 132°-137° C. The reactants are Cl (hydrochloric acid), CC=1C=C(C=CC1)NC(NCC(=O)N(C1=CC=CC=C1)C(C(=O)OC(C)(C)C)C1=CC=C(C=C1)[N+](=O)[O-])=O (tert-butyl (RS)-2-{2-[3-(3methylphenyl)ureido]-N-phenylacetamido}-2-(4-nitrophenyl)acetate), C(C)O (ethanol), C([O-])(O)=O.[Na+] (sodium bicarbonate). The reagents and catalysts are [Fe] (iron). Solvent: mixture, O (water). Yields the product NC1=CC=C(C=C1)C(C(=O)OC(C)(C)C)N(C(CNC(=O)NC1=CC(=CC=C1)C)=O)C1=CC=CC=C1 (tert-butyl (RS)-2-(4-aminophenyl)-2-{2-[3-(3-methylphenyl)ureido]-N-phenylacetamido}acetate). Isolated yield 40.4%. RXN SMILES: Cl.[CH3:2][C:3]1[CH:4]=[C:5]([NH:9][C:10](=[O:39])[NH:11][CH2:12][C:13]([N:15]([CH:22]([C:30]2[CH:35]=[CH:34][C:33]([N+:36]([O-])=O)=[CH:32][CH:31]=2)[C:23]([O:25][C:26]([CH3:29])([CH3:28])[CH3:27])=[O:24])[C:16]2[CH:21]=[CH:20][CH:19]=[CH:18][CH:17]=2)=[O:14])[CH:6]=[CH:7][CH:8]=1.C(O)C.C(=O)(O)[O-].[Na+]>[Fe].O>[NH2:36][C:33]1[CH:34]=[CH:35][C:30]([CH:22]([N:15]([C:16]2[CH:17]=[CH:18][CH:19]=[CH:20][CH:21]=2)[C:13](=[O:14])[CH2:12][NH:11][C:10]([NH:9][C:5]2[CH:6]=[CH:7][CH:8]=[C:3]([CH3:2])[CH:4]=2)=[O:39])[C:23]([O:25][C:26]([CH3:29])([CH3:28])[CH3:27])=[O:24])=[CH:31][CH:32]=1 |f:3.4|. Procedure details: 0.68 g of iron powder and 0.5 cm3 of concentrated hydrochloric acid are added to a suspension of 2.1 g of tert-butyl (RS)-2-{2-[3-(3methylphenyl)ureido]-N-phenylacetamido}-2-(4-nitrophenyl)acetate in 40 cm3 of a mixture of ethanol and water (50/50 by volume) heated under reflux. The reaction mixture is kept under reflux for 4 hours and after cooling it is rendered alkaline to pH 8 using a saturated aqueous sodium bicarbonate solution. The insoluble product is removed by filtration and the filtra... The reactants are COC(=O)c1ccc2c(C3CCCCC3)c(Br)[nH]c2c1, COCCOC, [Cl-], [Li+], [Na+], [Na+], O=C([O-])[O-], O, OB(O)c1ccccc1O, c1ccc(P(c2ccccc2)(c2ccccc2)[Pd](P(c2ccccc2)(c2ccccc2)c2ccccc2)(P(c2ccccc2)(c2ccccc2)c2ccccc2)P(c2ccccc2)(c2ccccc2)c2ccccc2)cc1. Product: COC(=O)c1ccc2c(C3CCCCC3)c(-c3ccccc3O)[nH]c2c1. RXN SMILES: [Br:1][c:2]1[nH:3][c:4]2[cH:5][c:6]([C:17](=[O:18])[O:19][CH3:20])[cH:7][cH:8][c:9]2[c:10]1[CH:11]1[CH2:12][CH2:13][CH2:14][CH2:15][CH2:16]1.[CH3:39][O:40][CH2:41][CH2:42][O:43][CH3:44].[Cl-:32].[Li+:31].[Na+:33].[Na+:34].[O-:35][C:36](=[O:37])[O-:38].[OH2:45].[OH:21][c:22]1[c:23]([B:28]([OH:29])[OH:30])[cH:24][cH:25][cH:26][cH:27]1.[cH:46]1[cH:47][cH:48][c:49]([P:50]([Pd:51]([P:52]([c:53]2[cH:54][cH:55][cH:56][cH:57][cH:58]2)([c:59]2[cH:60][cH:61][cH:62][cH:63][cH:64]2)[c:65]2[cH:66][cH:67][cH:68][cH:69][cH:70]2)([P:71]([c:72]2[cH:73][cH:74][cH:75][cH:76][cH:77]2)([c:78]2[cH:79][cH:80][cH:81][cH:82][cH:83]2)[c:84]2[cH:85][cH:86][cH:87][cH:88][cH:89]2)[P:90]([c:91]2[cH:92][cH:93][cH:94][cH:95][cH:96]2)([c:97]2[cH:98][cH:99][cH:100][cH:101][cH:102]2)[c:103]2[cH:104][cH:105][cH:106][cH:107][cH:108]2)([c:109]2[cH:110][cH:111][cH:112][cH:113][cH:114]2)[c:115]2[cH:116][cH:117][cH:118][cH:119][cH:120]2)[cH:121][cH:122]1>>[c:2]1(-[c:23]2[c:22]([OH:21])[cH:27][cH:26][cH:25][cH:24]2)[nH:3][c:4]2[cH:5][c:6]([C:17](=[O:18])[O:19][CH3:20])[cH:7][cH:8][c:9]2[c:10]1[CH:11]1[CH2:12][CH2:13][CH2:14][CH2:15][CH2:16]1. Reactants: FC=1C=C(C=CC1F)I (3,4-difluoroiodobenzene), C1(=CC=CC=C1)P(C1=CC=CC=C1)C1=CC=CC=C1 (triphenylphosphine), C(C#C)O (propargyl alcohol), C(C)(C)N(CC)C(C)C (diisopropylethylamine). Reagents/catalysts: [Cu]I (copper(I) iodide), C1=CC=C(C=C1)/C=C/C(=O)/C=C/C2=CC=CC=C2.C1=CC=C(C=C1)/C=C/C(=O)/C=C/C2=CC=CC=C2.C1=CC=C(C=C1)/C=C/C(=O)/C=C/C2=CC=CC=C2.C(Cl)(Cl)Cl.[Pd].[Pd] (tris(dibenzylideneacetone)dipalladium(0) chloroform adduct). Run in [Cl-].[Na+].O (brine), O1CCCC1 (tetrahydrofuran). Run at time 15 hour. The product is FC=1C=C(C=CC1F)C#CCO (3-(3,4-difluorophenyl)-2-propyne-1-ol). RXN SMILES: [F:1][C:2]1[CH:3]=[C:4](I)[CH:5]=[CH:6][C:7]=1[F:8].C1(P(C2C=CC=CC=2)C2C=CC=CC=2)C=CC=CC=1.[CH2:29]([OH:32])[C:30]#[CH:31].C(N(C(C)C)CC)(C)C>[Cl-].[Na+].O.[Cu]I.C1C=CC(/C=C/C(/C=C/C2C=CC=CC=2)=O)=CC=1.C1C=CC(/C=C/C(/C=C/C2C=CC=CC=2)=O)=CC=1.C1C=CC(/C=C/C(/C=C/C2C=CC=CC=2)=O)=CC=1.C(Cl)(Cl)Cl.[Pd].[Pd].O1CCCC1>[F:1][C:2]1[CH:3]=[C:4]([C:31]#[C:30][CH2:29][OH:32])[CH:5]=[CH:6][C:7]=1[F:8] |f:4.5.6,8.9.10.11.12.13|. Procedure details: A mixture of 3,4-difluoroiodobenzene (5.00 g), copper(I) iodide (79.4 mg), triphenylphosphine (273 mg), tris(dibenzylideneacetone)dipalladium(0) chloroform adduct (432 mg), propargyl alcohol (1.35 ml), diisopropylethylamine (14.5 ml) and tetrahydrofuran (100 ml) was stirred at room temperature for 15 hr. The reaction mixture was added to brine, and the mixture was extracted with ethyl acetate, washed with saturated brine, and dried over anhydrous magnesium sulfate. The solvent was evaporated und... Reactants: BrCC(=O)[C@]1(CCC=2C(=C3C(C=4C=CC=CC4C(C3=C(C2C1)O)=O)=O)O)O (9(R)-bromoacetyl-6,9,11-trihydroxy-5,7,8,9,10,12-hexahydronaphthacene-5,12-dione), C(CCCC)(=O)[O-].[Na+] (sodium valerate). Solvent: CC(=O)C (acetone). Product: C(CCCC)(=O)OCC(=O)[C@]1(CCC=2C(=C3C(C=4C=CC=CC4C(C3=C(C2C1)O)=O)=O)O)O (9(R)-valeryloxyacetyl-6,9,11-trihydroxy-5,7,8,9,10,12-hexahydronaphthacene-5,12-dione). As a reaction SMILES: Br[CH2:2][C:3]([C@:5]1([OH:27])[CH2:22][C:21]2[C:20]([OH:23])=[C:19]3[C:10]([C:11](=[O:25])[C:12]4[CH:13]=[CH:14][CH:15]=[CH:16][C:17]=4[C:18]3=[O:24])=[C:9]([OH:26])[C:8]=2[CH2:7][CH2:6]1)=[O:4].[C:28]([O-:34])(=[O:33])[CH2:29][CH2:30][CH2:31][CH3:32].[Na+]>CC(C)=O>[C:28]([O:34][CH2:2][C:3]([C@:5]1([OH:27])[CH2:22][C:21]2[C:20]([OH:23])=[C:19]3[C:10]([C:11](=[O:25])[C:12]4[CH:13]=[CH:14][CH:15]=[CH:16][C:17]=4[C:18]3=[O:24])=[C:9]([OH:26])[C:8]=2[CH2:7][CH2:6]1)=[O:4])(=[O:33])[CH2:29][CH2:30][CH2:31][CH3:32] |f:1.2|. Procedure: A mixture of 9(R)-bromoacetyl-6,9,11-trihydroxy-5,7,8,9,10,12-hexahydronaphthacene-5,12-dione (1.00 g) obtained in Reference Example 4-(1), sodium valerate (1.44 g) and acetone (50 ml) was stirred under reflux for 2 hours. After removing insoluble matters by filtration, the reaction mixture was concentrated under reduced pressure. The residue was treated with ether (15 ml) and precipitated crystals were collected by filtration to give orange crystals of 9(R)-valeryloxyacetyl-6,9,11-trihydroxy-5,... Starting materials: CC1=C(CBr)C=CC=C1C(C(C1=CC=CC=C1)(F)F)(F)F (2-methyl-3-(α,α,β,β-tetrafluorophenethyl)-benzyl bromide), C1(C=2C(C(N1)=O)=CC=CC2)=O.[K] (potassium phthalimide), CN(C=O)C (dimethylformamide). Run in C(Cl)(Cl)Cl (chloroform). Product: CC1=C(CN2C(C=3C(C2=O)=CC=CC3)=O)C=CC=C1C(C(C1=CC=CC=C1)(F)F)(F)F (N-[2-Methyl-3-(α,α,β,β-tetrafluorophenethyl)-benzyl]phthalimide). Reaction SMILES: [CH3:1][C:2]1[C:9]([C:10]([F:21])([F:20])[C:11]([F:19])([F:18])[C:12]2[CH:17]=[CH:16][CH:15]=[CH:14][CH:13]=2)=[CH:8][CH:7]=[CH:6][C:3]=1[CH2:4]Br.[C:22]1(=[O:32])[NH:26][C:25](=[O:27])[C:24]2=[CH:28][CH:29]=[CH:30][CH:31]=[C:23]12.[K].CN(C)C=O>C(Cl)(Cl)Cl>[CH3:1][C:2]1[C:9]([C:10]([F:21])([F:20])[C:11]([F:19])([F:18])[C:12]2[CH:17]=[CH:16][CH:15]=[CH:14][CH:13]=2)=[CH:8][CH:7]=[CH:6][C:3]=1[CH2:4][N:26]1[C:25](=[O:27])[C:24]2=[CH:28][CH:29]=[CH:30][CH:31]=[C:23]2[C:22]1=[O:32] |f:1.2,^1:32|. Procedure details: A mixture of 8.02 g. (0.022 mole) of 2-methyl-3-(α,α,β,β-tetrafluorophenethyl)-benzyl bromide, 4.10 g. (0.022 mole) of potassium phthalimide, and 40 ml. of dimethylformamide is stirred 30 minutes at room temperature, 4 hours at 95° C., and 3 hours at reflux. The cooled mixture is diluted with 100 ml of chloroform and washed with 150 ml. of water. After re-extraction of the aqueous layer with chloroform, the combined organic extracts are washed with 0.1 N. sodium hydroxide, water, dried over anhy...